Task: describe an organic reaction: reactants, conditions, products, and yield. Dataset: the Open Reaction Database (ORD), a public repository of structured organic reaction records Reactants: COC1=CC=C(CCl)C=C1 (4-methoxybenzyl chloride), [I-].[Na+] (sodium iodide). Run in CC(=O)C (acetone). Conditions: time 90 minute. The product is COC1=CC=C(CI)C=C1 (p-Methoxybenzyl iodide). RXN SMILES: [CH3:1][O:2][C:3]1[CH:10]=[CH:9][C:6]([CH2:7]Cl)=[CH:5][CH:4]=1.[I-:11].[Na+]>CC(C)=O>[CH3:1][O:2][C:3]1[CH:10]=[CH:9][C:6]([CH2:7][I:11])=[CH:5][CH:4]=1 |f:1.2|. Reported procedure: A solution of 1.7 ml (12.8 mmol) of 4-methoxybenzyl chloride (Fluka; Buchs/Switzerland) in 25 ml of acetone is stirred with 9.4 g (62.6 mmol) of sodium iodide at room temperature. Gas chromatography of the reaction mixture after 90 minutes indicates that the reaction is complete, and the reaction mixture is therefore poured onto ether and washed with 10% sodium thiosulfate solution and brine. Drying of the organic phase with Na2SO4 and concentration by evaporation yield the title compound; 1H-NM... Yields the product COc1ccc(C2CCOCC2)c2sc(NC(=O)N3CC4CC3CO4)nc12. Reaction SMILES: [CH3:1][O:2][c:3]1[cH:4][cH:5][c:6]([CH:13]2[CH2:14][CH2:15][O:16][CH2:17][CH2:18]2)[c:7]2[c:8]1[n:9][c:10]([NH2:12])[s:11]2.[CH:29]12[NH:30][CH2:31][CH:32]([O:33][CH2:34]1)[CH2:35]2.[Cl:19][C:20](=[O:21])[O:22][c:23]1[cH:24][cH:25][cH:26][cH:27][cH:28]1>>[CH3:1][O:2][c:3]1[cH:4][cH:5][c:6]([CH:13]2[CH2:14][CH2:15][O:16][CH2:17][CH2:18]2)[c:7]2[c:8]1[n:9][c:10]([NH:12][C:20](=[O:21])[N:30]1[CH:29]3[CH2:34][O:33][CH:32]([CH2:31]1)[CH2:35]3)[s:11]2. The reactants are COc1ccc(C2CCOCC2)c2sc(N)nc12, C1OC2CNC1C2, O=C(Cl)Oc1ccccc1. Starting materials: ClC=1C=CC2=C(NC(C(=C(C2=O)/C=C/C(=O)OC(C)(C)C)OC)=O)C1 (t-butyl(E)-3-(8-chloro-3-methoxy-2,5-dioxo-2,5-dihydro-1H-benz[b]azepin-4-yl)acrylate), NN (hydrazine). The solvent is CO (methanol). Run at time 45 minute. Yields the product ClC1=CC2=C(C(C3=C(C(N2)=O)NN=C3CC(=O)OC(C)(C)C)=O)C=C1 (7-Chloro-3-((t-butoxy)carbonylmethyl)pyrazolo-[3,4-c][1]-benzazepine-4,10(1H,9H)-dione). Yield: 25.1%. As a reaction SMILES: [Cl:1][C:2]1[CH:3]=[CH:4][C:5]2[C:11](=[O:12])[C:10](/[CH:13]=[CH:14]/[C:15]([O:17][C:18]([CH3:21])([CH3:20])[CH3:19])=[O:16])=[C:9](OC)[C:8](=[O:24])[NH:7][C:6]=2[CH:25]=1.[NH2:26][NH2:27]>CO>[Cl:1][C:2]1[CH:3]=[CH:4][C:5]2[C:11](=[O:12])[C:10]3[C:13]([CH2:14][C:15]([O:17][C:18]([CH3:21])([CH3:20])[CH3:19])=[O:16])=[N:27][NH:26][C:9]=3[C:8](=[O:24])[NH:7][C:6]=2[CH:25]=1. Procedure details: To a slurry of t-butyl(E)-3-(8-chloro-3-methoxy-2,5-dioxo-2,5-dihydro-1H-benz[b]azepin-4-yl)acrylate (prepared as described in Example 44 of WO94/29275 published Dec. 22, 1994) (0.81 g, 2.2 mmol) in methanol (5 mL) was added anhydrous hydrazine (0.14 g, 4.5 mmol) dropwise via syringe. The resulting bright yellow mixture immediately darkened to an orange color. After 45 minutes of stirring at room temperature, the reaction mixture became a thick yellow-orange slurry which was allowed to stir for ... Reactants: ClC=1C=C2C(=C(C(=NC2=C(C1)F)OS(=O)(=O)C(F)(F)F)C#N)C1=CC=CC=C1 (trifluoro-methanesulfonic acid 6-chloro-3-cyano-8-fluoro-4-phenyl-quinolin-2-yl ester), N1CCCCC1 (piperidine), C([O-])([O-])=O.[K+].[K+] (potassium carbonate). Solvent: C1CCOC1 (THF), O (water). Conditions: temperature 70 celsius. The product is ClC=1C=C2C(=C(C(=NC2=C(C1)F)N1CCCCC1)C#N)C1=CC=CC=C1 (6-Chloro-8-fluoro-4-phenyl-2-piperidin-1-yl-quinoline-3-carbonitrile). The yield is 37.4%. Reaction SMILES: [Cl:1][C:2]1[CH:3]=[C:4]2[C:9](=[C:10]([F:12])[CH:11]=1)[N:8]=[C:7](OS(C(F)(F)F)(=O)=O)[C:6]([C:21]#[N:22])=[C:5]2[C:23]1[CH:28]=[CH:27][CH:26]=[CH:25][CH:24]=1.[NH:29]1[CH2:34][CH2:33][CH2:32][CH2:31][CH2:30]1.C(=O)([O-])[O-].[K+].[K+]>C1COCC1.O>[Cl:1][C:2]1[CH:3]=[C:4]2[C:9](=[C:10]([F:12])[CH:11]=1)[N:8]=[C:7]([N:29]1[CH2:34][CH2:33][CH2:32][CH2:31][CH2:30]1)[C:6]([C:21]#[N:22])=[C:5]2[C:23]1[CH:28]=[CH:27][CH:26]=[CH:25][CH:24]=1 |f:2.3.4|. Procedure: A mixture of trifluoro-methanesulfonic acid 6-chloro-3-cyano-8-fluoro-4-phenyl-quinolin-2-yl ester (189 mg, 0.439 mmol), piperidine (150 mg, 174 μl, 1.76 mmol) and potassium carbonate (121 mg, 0.878 mmol) in THF (6 ml) was heated to 70° C. for 60 min. The yellow suspension was cooled to room temperature, diluted with water and extracted with EtOAc. The combined organic layers were washed with brine, dried with Na2SO4 and evaporated. The remaining residue was triturated with dichloromethane and t...